This data is from the Open Reaction Database (ORD), a public repository of structured organic reaction records. The task is: describe an organic reaction: reactants, conditions, products, and yield Starting materials: OC1=C(C=CC2=CC=CC=C12)C(C(=O)OC)=O (methyl 1-hydroxy-2-naphthylglyoxylate), Cl.CON (O-methylhydroxylamine hydrochloride). Solvent: CO (methanol). Product: CON=C(C(=O)OC)C1=C(C2=CC=CC=C2C=C1)O (methyl 1-hydroxy-2-naphthylglyoxylate O-methyloxime). The yield is 76.9%. Reaction SMILES: [OH:1][C:2]1[C:11]2[C:6](=[CH:7][CH:8]=[CH:9][CH:10]=2)[CH:5]=[CH:4][C:3]=1[C:12](=O)[C:13]([O:15][CH3:16])=[O:14].Cl.[CH3:19][O:20][NH2:21]>CO>[CH3:19][O:20][N:21]=[C:12]([C:3]1[CH:4]=[CH:5][C:6]2[C:11](=[CH:10][CH:9]=[CH:8][CH:7]=2)[C:2]=1[OH:1])[C:13]([O:15][CH3:16])=[O:14] |f:1.2|. Reported procedure: 69 g (0.26 mol) of methyl 1-hydroxy-2-naphthylglyoxylate and 44 g (0.53 mol) of O-methylhydroxylamine hydrochloride in 800 ml of methanol are stirred under reflux for 6 h. The mixture is then concentrated; the residue is taken up in ethyl acetate, and the solution is washed with H2O, dried over sodium sulfate and concentrated again. 52 g (0.20 mol) of methyl 1-hydroxy-2-naphthylglyoxylate O-methyloxime (77% yield) are obtained. The reactants are CN(C)CC1=CC=2C(N(CCC2O1)CCCCCCC1=CC=CC=C1)=O (2-Dimethylaminomethyl-5-(6-phenylhexyl)-6,7-dihydro-5H-furo[3,2-c]pyridin-4-one), Cl (hydrogen chloride). Solvent: CO (methanol), CO (methanol). Yields the product Cl.CN(C)CC1=CC=2C(N(CCC2O1)CCCCCCC1=CC=CC=C1)=O (2-dimethylaminomethyl-5-(6-phenylhexyl)-6,7-dihydro-5H-furo[3,2-c]pyridin-4-one hydrochloride). Reaction SMILES: [CH3:1][N:2]([CH2:4][C:5]1[O:13][C:12]2[CH2:11][CH2:10][N:9]([CH2:14][CH2:15][CH2:16][CH2:17][CH2:18][CH2:19][C:20]3[CH:25]=[CH:24][CH:23]=[CH:22][CH:21]=3)[C:8](=[O:26])[C:7]=2[CH:6]=1)[CH3:3].[ClH:27]>CO>[ClH:27].[CH3:1][N:2]([CH2:4][C:5]1[O:13][C:12]2[CH2:11][CH2:10][N:9]([CH2:14][CH2:15][CH2:16][CH2:17][CH2:18][CH2:19][C:20]3[CH:25]=[CH:24][CH:23]=[CH:22][CH:21]=3)[C:8](=[O:26])[C:7]=2[CH:6]=1)[CH3:3] |f:3.4|. Procedure: 2-Dimethylaminomethyl-5-(6-phenylhexyl)-6,7-dihydro-5H-furo[3,2-c]pyridin-4-one 0.159 g was dissolved in 2 ml of methanol; hydrogen chloride in methanol was added in excess, followed by stirring. This mixture was concentrated; the resulting solid was washed with diethyl ether to yield the desired product. The reactants are CO, COC=O, [N-]=[N+]=[N-], [Na+], c1ccc(OCC2CO2)cc1, O. The product is [N-]=[N+]=NCC(O)COc1ccccc1. RXN SMILES: [CH3:20][OH:21].[CH:16]([O:17][CH3:18])=[O:19].[N-:13]=[N+:14]=[N-:15].[Na+:12].[O:1]([c:2]1[cH:3][cH:4][cH:5][cH:6][cH:7]1)[CH2:8][CH:9]1[O:10][CH2:11]1.[OH2:22]>>[O:1]([c:2]1[cH:3][cH:4][cH:5][cH:6][cH:7]1)[CH2:8][CH:9]([OH:10])[CH2:11][N:13]=[N+:14]=[N-:15]. Reactants: Oc1cc(Cl)cc(Br)c1, O=C([O-])[O-], CN1CCCC1=O, Fc1c(C(F)(F)F)ccnc1Cl, [K+], [K+], O. Yields the product FC(F)(F)c1ccnc(Cl)c1Oc1cc(Cl)cc(Br)c1. As a reaction SMILES: [Br:1][c:2]1[cH:3][c:4]([OH:9])[cH:5][c:6]([Cl:8])[cH:7]1.[C:10](=[O:11])([O-:12])[O-:13].[CH3:16][N:17]1[CH2:18][CH2:19][CH2:20][C:21]1=[O:22].[Cl:23][c:24]1[n:25][cH:26][cH:27][c:28]([C:31]([F:32])([F:33])[F:34])[c:29]1[F:30].[K+:14].[K+:15].[OH2:35]>>[Br:1][c:2]1[cH:3][c:4]([O:9][c:29]2[c:24]([Cl:23])[n:25][cH:26][cH:27][c:28]2[C:31]([F:32])([F:33])[F:34])[cH:5][c:6]([Cl:8])[cH:7]1. The solvent is C1(=CC=CC=C1)C (toluene). Yields the product ClC=1C(=CC2=C(CC(O2)=O)C1)C1CCCCC1 (5-Chloro-6-cyclohexyl-2,3-dihydrobenzofuran-2-one). RXN SMILES: [Cl:1][C:2]1[C:3]([CH:13]2[CH2:18][CH2:17][CH2:16][CH2:15][CH2:14]2)=[CH:4][C:5]([OH:12])=[C:6]([CH2:8][C:9](O)=[O:10])[CH:7]=1.C1(C)C=CC(S(O)(=O)=O)=CC=1.O>C1(C)C=CC=CC=1>[Cl:1][C:2]1[C:3]([CH:13]2[CH2:18][CH2:17][CH2:16][CH2:15][CH2:14]2)=[CH:4][C:5]2[O:12][C:9](=[O:10])[CH2:8][C:6]=2[CH:7]=1. Reactants: C1(=CC=C(C=C1)S(=O)(=O)O)C (p-toluenesulphonic acid), ClC=1C(=CC(=C(C1)CC(=O)O)O)C1CCCCC1 (5-chloro-4-cyclohexyl-2-hydroxyphenylacetic acid), O (water). Procedure: 5 g of 5-chloro-4-cyclohexyl-2-hydroxyphenylacetic acid are dissolved in toluene with heating, 50 mg of p-toluenesulphonic acid are added, and the mixture is boiled in a water separator for 3 hours. The oil obtained after evaporation is purified on a 100-fold quantity of silica gel Merck. The desired product is eluted with chloroform and recrystallized from methylene chloride/petroleum ether. The crystals have an M.P. of 100°-102°. Reactants: CC(C)(C)OC(=O)N1CCOC(c2ccccc2)C1, Cl, C1COCCO1. Yields the product c1ccc(C2CNCCO2)cc1. As a reaction SMILES: [C:1]([O:2][C:3](=[O:4])[N:8]1[CH2:9][CH:10]([c:14]2[cH:15][cH:16][cH:17][cH:18][cH:19]2)[O:11][CH2:12][CH2:13]1)([CH3:5])([CH3:6])[CH3:7].[ClH:20].[O:21]1[CH2:22][CH2:23][O:24][CH2:25][CH2:26]1>>[NH:8]1[CH2:9][CH:10]([c:14]2[cH:15][cH:16][cH:17][cH:18][cH:19]2)[O:11][CH2:12][CH2:13]1. Starting materials: BrC=1C=C2C(C(NC(C2=CC1OC)=O)=O)=CNC1=CC=C(C=C1)CN1CCCCC1 (6-Bromo-7-methoxy-4-[(4-piperidin-1-ylmethyl-phenylamino)-methylene]-4H-isoquinoline-1,3-dione), FC1=CC=C(C=C1)B(O)O (4-fluorophenylboronic acid), C(C)(C)(C)P(C(C)(C)C)C(C)(C)C (tri(t-butyl)phosphine), C([O-])([O-])=O.[Cs+].[Cs+] (cesium carbonate). The reagents and catalysts are C1=CC=C(C=C1)/C=C/C(=O)/C=C/C2=CC=CC=C2.C1=CC=C(C=C1)/C=C/C(=O)/C=C/C2=CC=CC=C2.C1=CC=C(C=C1)/C=C/C(=O)/C=C/C2=CC=CC=C2.C(Cl)(Cl)Cl.[Pd].[Pd] (tris(dibenzylideneacetone)dipalladium(0)-chloroform adduct). Run in CN(C=O)C (N,N-dimethylformamide). Reaction conditions: temperature 110 celsius. The product is FC1=CC=C(C=C1)C=1C=C2C(C(NC(C2=CC1OC)=O)=O)=CNC1=CC=C(C=C1)CN1CCCCC1 (6-(4-Fluoro-phenyl)-7-methoxy-4-[(4-piperidin-1-ylmethyl-phenylamino)-methylene]-4H-isoquinoline-1,3-dione). Yield: 49.2%. Reaction SMILES: Br[C:2]1[CH:3]=[C:4]2[C:9](=[CH:10][C:11]=1[O:12][CH3:13])[C:8](=[O:14])[NH:7][C:6](=[O:15])[C:5]2=[CH:16][NH:17][C:18]1[CH:23]=[CH:22][C:21]([CH2:24][N:25]2[CH2:30][CH2:29][CH2:28][CH2:27][CH2:26]2)=[CH:20][CH:19]=1.[F:31][C:32]1[CH:37]=[CH:36][C:35](B(O)O)=[CH:34][CH:33]=1.C(P(C(C)(C)C)C(C)(C)C)(C)(C)C.C(=O)([O-])[O-].[Cs+].[Cs+]>C1C=CC(/C=C/C(/C=C/C2C=CC=CC=2)=O)=CC=1.C1C=CC(/C=C/C(/C=C/C2C=CC=CC=2)=O)=CC=1.C1C=CC(/C=C/C(/C=C/C2C=CC=CC=2)=O)=CC=1.C(Cl)(Cl)Cl.[Pd].[Pd].CN(C)C=O>[F:31][C:32]1[CH:37]=[CH:36][C:35]([C:2]2[CH:3]=[C:4]3[C:9](=[CH:10][C:11]=2[O:12][CH3:13])[C:8](=[O:14])[NH:7][C:6](=[O:15])[C:5]3=[CH:16][NH:17][C:18]2[CH:19]=[CH:20][C:21]([CH2:24][N:25]3[CH2:30][CH2:29][CH2:28][CH2:27][CH2:26]3)=[CH:22][CH:23]=2)=[CH:34][CH:33]=1 |f:3.4.5,6.7.8.9.10.11|. Procedure: A mixture of 6-Bromo-7-methoxy-4-[(4-piperidin-1-ylmethyl-phenylamino)-methylene]-4H-isoquinoline-1,3-dione (272 mg, 0.578 mmole), N,N-dimethylformamide (2 mL), 4-fluorophenylboronic acid (202 mg, 1.44 mmole), tris(dibenzylideneacetone)dipalladium(0)-chloroform adduct (78 mg, 0.075 mmole), tri(t-butyl)phosphine (28 mg, 0.138 mmole) and cesium carbonate (377 mg, 1.16 mmole) is stirred and heated at 110° C. for one hour, cooled in the refrigerator. The reaction mixture is evaporated to dryness, ta...